This data is from the Open Reaction Database (ORD), a public repository of structured organic reaction records. The task is: describe an organic reaction: reactants, conditions, products, and yield Starting materials: FC1=NC=CC=C1CO ((2-fluoropyridin-3-yl)methanol), S(=O)(Cl)Cl (thionyl chloride), ClC1=CC=C(C=C1)S(=O)[O-].[Na+] (sodium 4-chlorobenzenesulfinate), C(C)(=O)[O-].[K+] (potassium acetate). Solvent: C(CCC)O (butanol), C(Cl)(Cl)Cl (chloroform). Conditions: time 12 hour. Yields the product ClC1=CC=C(C=C1)S(=O)(=O)CC=1C(=NC=CC1)F (3-(4-Chlorophenylsulfonylmethyl)-2-fluoropyridine). As a reaction SMILES: [F:1][C:2]1[C:7]([CH2:8]O)=[CH:6][CH:5]=[CH:4][N:3]=1.S(Cl)(Cl)=O.[Cl:14][C:15]1[CH:20]=[CH:19][C:18]([S:21]([O-:23])=[O:22])=[CH:17][CH:16]=1.[Na+].C([O-])(=O)C.[K+]>C(O)CCC.C(Cl)(Cl)Cl>[Cl:14][C:15]1[CH:20]=[CH:19][C:18]([S:21]([CH2:8][C:7]2[C:2]([F:1])=[N:3][CH:4]=[CH:5][CH:6]=2)(=[O:23])=[O:22])=[CH:17][CH:16]=1 |f:2.3,4.5|. Procedure details: A chloroform (10 ml) solution of (2-fluoropyridin-3-yl)methanol (49 mg, 0.385 mmol) and thionyl chloride (0.14 ml, 1.93 mmol) was stirred at 50° C. for 3.5 hours. After cooling to room temperature, the reaction mixture was concentrated under reduced pressure. The residue thus obtained was dissolved in butanol (5 ml), followed by the addition of sodium 4-chlorobenzenesulfinate (92 mg, 0.462 mmol) and potassium acetate (76 mg, 0.770 mmol). The mixture was stirred at 70 to 80° C. for 12 hours. Afte... Starting materials: [Cl-].[NH4+] (ammonium chloride), [N+](=O)([O-])C1=CC=C(C=C1)C1=C(NC2=CC=CC=C12)C(=O)OCC (ethyl 3-(4-nitrophenyl)-1H-indole-2-carboxylate). Run in N (ammonia), N (ammonia). Run at temperature 125 celsius. The product is [N+](=O)([O-])C1=CC=C(C=C1)C1=C(NC2=CC=CC=C12)C(=O)N (3-(4-Nitrophenyl)-1H-indole-2-carboxamide). As a reaction SMILES: [Cl-].[NH4+:2].[N+:3]([C:6]1[CH:11]=[CH:10][C:9]([C:12]2[C:20]3[C:15](=[CH:16][CH:17]=[CH:18][CH:19]=3)[NH:14][C:13]=2[C:21]([O:23]CC)=O)=[CH:8][CH:7]=1)([O-:5])=[O:4]>N>[N+:3]([C:6]1[CH:7]=[CH:8][C:9]([C:12]2[C:20]3[C:15](=[CH:16][CH:17]=[CH:18][CH:19]=3)[NH:14][C:13]=2[C:21]([NH2:2])=[O:23])=[CH:10][CH:11]=1)([O-:5])=[O:4] |f:0.1|. Procedure: A solution of 0.5 g of ammonium chloride in 30 ml of concentrated aqueous ammonia is added to a solution of 3.3 g of ethyl 3-(4-nitrophenyl)-1H-indole-2-carboxylate in 50 ml of 7N methanolic ammonia. The solution is then heated in a sealed tube at 125° C. for 15 hours. After cooling, the solid formed is filtered off, washed with water, and then filter-dried. After drying under vacuum, 1.5 g of 3-(4-nitrophenyl)-1H-indole-2-carboxamide are obtained, the characteristics of which are as follows: The reactants are COCCBr, CC(C)n1ncnc1-c1nc2c(s1)CCOc1ccc(-c3ccc[nH]c3=O)cc1-2, [Cs+], [F-], CN(C)C=O. The product is COCCOc1ncccc1-c1ccc2c(c1)-c1nc(-c3ncnn3C(C)C)sc1CCO2. RXN SMILES: [Br:30][CH2:31][CH2:32][O:33][CH3:34].[CH:1]([CH3:2])([CH3:3])[n:4]1[n:5][cH:6][n:7][c:8]1-[c:9]1[s:10][c:11]2[c:17]([n:18]1)-[c:16]1[c:15]([cH:22][cH:21][c:20](-[c:23]3[c:24](=[O:29])[nH:25][cH:26][cH:27][cH:28]3)[cH:19]1)[O:14][CH2:13][CH2:12]2.[Cs+:36].[F-:35].[O:37]=[CH:38][N:39]([CH3:40])[CH3:41]>>[CH:1]([CH3:2])([CH3:3])[n:4]1[n:5][cH:6][n:7][c:8]1-[c:9]1[s:10][c:11]2[c:17]([n:18]1)-[c:16]1[c:15]([cH:22][cH:21][c:20](-[c:23]3[c:24]([O:29][CH2:31][CH2:32][O:33][CH3:34])[n:25][cH:26][cH:27][cH:28]3)[cH:19]1)[O:14][CH2:13][CH2:12]2. Reactants: C(=O)(Cl)Cl (phosgene), ClC1=C(C=C(C(=C1)Cl)Cl)O (2,4,5-trichlorophenol), N1=CC=CC2=CC=CC=C12 (quinoline), C(=O)(Cl)Cl (phosgene). Run in ClCCl (dichloromethane), ClCCl (dichloromethane). Run at temperature 0 celsius, time 15 minute. The product is ClC(=O)OC1=C(C=C(C(=C1)Cl)Cl)Cl (2,4,5-Trichlorophenyl Chloroformate). RXN SMILES: [C:1](Cl)([Cl:3])=[O:2].[Cl:5][C:6]1[CH:11]=[C:10]([Cl:12])[C:9]([Cl:13])=[CH:8][C:7]=1[OH:14].N1C2C(=CC=CC=2)C=CC=1>ClCCl>[Cl:3][C:1]([O:14][C:7]1[CH:8]=[C:9]([Cl:13])[C:10]([Cl:12])=[CH:11][C:6]=1[Cl:5])=[O:2]. Reported procedure: About 7 g of phosgene are passed into a solution of 10.0 g of 2,4,5-trichlorophenol in 50 ml of dichloromethane at 0° C., and the mixture is stirred at 0° C. for 15 min. 7.2 ml of quinoline in 20 ml of dichloromethane are added dropwise over the course of 30 min, and the orange-colored suspension is then stirred in an ice bath for 1 h. Subsequently nitrogen is passed through the suspension for 1 h in order to blow out excess phosgene (absorber tower). The mixture is subsequently filtered, and th... Reactants: C(=O)N[C@H]1[C@@H]2N(C(=C(CS2)CSC)C(=O)OC(C2=CC=CC=C2)C2=CC=CC=C2)C1=O (Diphenylmethyl 7β-formamido-3-methylthiomethylceph-3-em-4-carboxylate), Cl (hydrochloric acid). Solvent: CO (methanol). Conditions: time 15 minute. The product is Cl.N[C@H]1[C@@H]2N(C(=C(CS2)CSC)C(=O)OC(C2=CC=CC=C2)C2=CC=CC=C2)C1=O (diphenylmethyl 7β-amino-3-methylthiomethylceph-3-em-4-carboxylate hydrochloride). As a reaction SMILES: C([NH:3][C@@H:4]1[C:30](=[O:31])[N:6]2[C:7]([C:14]([O:16][CH:17]([C:24]3[CH:29]=[CH:28][CH:27]=[CH:26][CH:25]=3)[C:18]3[CH:23]=[CH:22][CH:21]=[CH:20][CH:19]=3)=[O:15])=[C:8]([CH2:11][S:12][CH3:13])[CH2:9][S:10][C@H:5]12)=O.[ClH:32]>CO>[ClH:32].[NH2:3][C@@H:4]1[C:30](=[O:31])[N:6]2[C:7]([C:14]([O:16][CH:17]([C:24]3[CH:25]=[CH:26][CH:27]=[CH:28][CH:29]=3)[C:18]3[CH:23]=[CH:22][CH:21]=[CH:20][CH:19]=3)=[O:15])=[C:8]([CH2:11][S:12][CH3:13])[CH2:9][S:10][C@H:5]12 |f:3.4|. Procedure details: Diphenylmethyl 7β-formamido-3-methylthiomethylceph-3-em-4-carboxylate (0.88g., 0.0019 mole) in methanol (10 ml.) was treated dropwise with concentrated hydrochloric acid (1.0ml.). A colourless precipitate separated immediately but after 5 min. stirring this dissolved. However, after 15 min. a second precipitate came down, and after the mixture was refrigerated for 2 hr., the solid was harvested by filtration, washed with a little water, then dried over phosphorus pentoxide. The dried solid was s... The reactants are ClC1=NC(=CC(=N1)Cl)C (2,4-Dichloro-6-methylpyrimidine), N[C@H]1CCC2=CC=CC=C12 ((S)-1-Aminoindan). The solvent is C(C)O (ethanol). Product: ClC1=NC(=CC(=N1)N[C@H]1CCC2=CC=CC=C12)C (2-Chloro-N-[(1S)-2,3-dihydro-1H-inden-1-yl]-6-methylpyrimidine-4-amine). Isolated yield 4.8%. RXN SMILES: [Cl:1][C:2]1[N:7]=[C:6](Cl)[CH:5]=[C:4]([CH3:9])[N:3]=1.[NH2:10][C@@H:11]1[C:19]2[C:14](=[CH:15][CH:16]=[CH:17][CH:18]=2)[CH2:13][CH2:12]1>C(O)C>[Cl:1][C:2]1[N:7]=[C:6]([NH:10][C@@H:11]2[C:19]3[C:14](=[CH:15][CH:16]=[CH:17][CH:18]=3)[CH2:13][CH2:12]2)[CH:5]=[C:4]([CH3:9])[N:3]=1. Procedure details: 2,4-Dichloro-6-methylpyrimidine (2.54 g, 0.156 mol) was dissolved in ethanol (100 mL) and N,N-Diisporopylethylamine (4.07 mL, 0.23 mol) was added followed by (S)-1-Aminoindan (2.00 mL, 0.156 mol). The solution was heated to reflux for 2 hours, TLC indicated complete conversion. The solvent was removed in vacuo and the residue was purified using chromatography on silica gel using gradient 0 to 50% ethyl acetate in hexane to afford the title compound (1.95 g, 46%). LC/MS: Rt=1.90 min, ES+ 260 (AA ... As a reaction SMILES: [F:1][C:2]1[CH:7]=[CH:6][C:5]([C:8]2[CH:16]=[CH:15][CH:14]=[C:13]3[C:9]=2[CH2:10][C:11](=[O:17])[NH:12]3)=[CH:4][CH:3]=1.[CH3:18][C:19]1[CH:23]=[C:22]([CH3:24])[NH:21][C:20]=1[CH:25]=O>C(O)C.N1CCCCC1>[CH3:18][C:19]1[CH:23]=[C:22]([CH3:24])[NH:21][C:20]=1[CH:25]=[C:10]1[C:9]2[C:13](=[CH:14][CH:15]=[CH:16][C:8]=2[C:5]2[CH:4]=[CH:3][C:2]([F:1])=[CH:7][CH:6]=2)[NH:12][C:11]1=[O:17]. Run at time 3 day. The product is CC1=C(NC(=C1)C)C=C1C(NC2=CC=CC(=C12)C1=CC=C(C=C1)F)=O (3-(3,5-Dimethyl-1H-pyrrol-2-ylmethylene)-4-(4-fluoro-phenyl)-1,3-dihydro-indol-2-one). Reagents/catalysts: N1CCCCC1 (piperidine). The yield is 42.1%. Starting materials: FC1=CC=C(C=C1)C1=C2CC(NC2=CC=C1)=O (4-(4-fluoro-phenyl)-1,3-dihydro-indol-2-one), CC1=C(NC(=C1)C)C=O (3,5-dimethyl-1H-pyrrole-2-carbaldehyde). The solvent is C(C)O (ethanol). Reported procedure: To a solution of 4-(4-fluoro-phenyl)-1,3-dihydro-indol-2-one (56.8 mg, 0.25 mmol) and 3,5-dimethyl-1H-pyrrole-2-carbaldehyde (32 mg, 0.26 mmol) in ethanol (2 mL) was added piperidine (3 drops). The reaction mixture was stirred at room temperature for three days. A yellow solid product was precipitated out, filtered, washed by ethanol for three times, and dried under high vacuum to provide pure product 3-(3,5-Dimethyl-1H-pyrrol-2-ylmethylene)-4-(4-fluoro-phenyl)-1,3-dihydro-indol-2-one as a yello... The reactants are [BH4-].[Na+] (sodium borohydride), [Cl-].[NH+]1=[SiH]C=CC2=C1C=CC=C2 (benzazasilinium chloride), [Cl-].ClC1=CC=C(C=C1)[Si]1(C[N+]2=C(C3=C1C=CC=C3)OCC2(C)C)C (6-(p-chlorophenyl)-2,3-dihydro-3,3,6-trimethyloxazolo [3,2-c][3,1]benzazasilinium chloride), peroxide, O (water), ice toluene sodium potassium tartrate water. Run in CO (methanol). Yields the product ClC1=CC=C(C=C1)[Si]1(CN(CC2=C1C=CC=C2)C(CO)(C)C)C (1-(p-chlorophenyl)-1,4-dihydro-β,β,1-trimethyl-3,1-benzazasiline-3(2H)-ethanol). Reaction SMILES: [Cl-].[NH+]1C2C=CC=CC=2C=C[SiH]=1.[Cl-].[Cl:13][C:14]1[CH:19]=[CH:18][C:17]([Si:20]2([CH3:35])[C:25]3[CH:26]=[CH:27][CH:28]=[CH:29][C:24]=3[C:23]3[O:30][CH2:31][C:32]([CH3:34])([CH3:33])[N+:22]=3[CH2:21]2)=[CH:16][CH:15]=1.O.[BH4-].[Na+]>CO>[Cl:13][C:14]1[CH:15]=[CH:16][C:17]([Si:20]2([CH3:35])[C:25]3[CH:26]=[CH:27][CH:28]=[CH:29][C:24]=3[CH2:23][N:22]([C:32]([CH3:33])([CH3:34])[CH2:31][OH:30])[CH2:21]2)=[CH:18][CH:19]=1 |f:0.1,2.3,5.6|. Reported procedure: The crude benzazasilinium chloride (34.8 g., 92 m mol) obtained in part (a) above is dissolved in 20 ml. of water and 10 ml. of methanol and the solution is added with stirring to 52.6 g. (1.38 mol) of sodium borohydride in 500 ml. of peroxide free 1,2-dimethoxyethane between 20° and 30° C. After stirring 16 hours, the reaction mixture is poured into an ice-toluene-sodium potassium tartrate-water mixture. The organic phase is washed with water, dried with sodium sulfate and concentrated to an oi... Starting materials: N1CC=CC1 (3-Pyrroline), C1(CC1)N1C=C(C(C2=CC(=C(C(=C12)OC)F)F)=O)C(=O)O (1-cyclopropyl-1,4-dihydro-6,7-difluoro-8-methoxy-4-oxo-quinoline-3-carboxylic acid). The solvent is CN(C)C=O (DMF). The product is C1(CC1)N1C=C(C(C2=CC(=C(C(=C12)OC)N1CC=CC1)F)=O)C(=O)O (1-Cyclopropyl-7-(2,5-dihydro-pyrrol-1-yl)-6-fluoro-8-methoxy-4-oxo-1,4-dihydro-quinoline-3-carboxylic acid). Reaction SMILES: [NH:1]1[CH2:5][CH:4]=[CH:3][CH2:2]1.[CH:6]1([N:9]2[C:18]3[C:13](=[CH:14][C:15]([F:22])=[C:16](F)[C:17]=3[O:19][CH3:20])[C:12](=[O:23])[C:11]([C:24]([OH:26])=[O:25])=[CH:10]2)[CH2:8][CH2:7]1>CN(C=O)C>[CH:6]1([N:9]2[C:18]3[C:13](=[CH:14][C:15]([F:22])=[C:16]([N:1]4[CH2:5][CH:4]=[CH:3][CH2:2]4)[C:17]=3[O:19][CH3:20])[C:12](=[O:23])[C:11]([C:24]([OH:26])=[O:25])=[CH:10]2)[CH2:7][CH2:8]1. Procedure details: 3-Pyrroline (1 g; 14.5 mmol) and acid 52 (2.1 g; 7.2 mmol) in DMF (10 mL) were heated at 100° C. overnight. After cooling, the reaction mixture was filtered and washed with water. Acid 119 was isolated.